This data is from the Open Reaction Database (ORD), a public repository of structured organic reaction records. The task is: describe an organic reaction: reactants, conditions, products, and yield Isolated yield 88.0%. Run at temperature 80 celsius. Procedure details: To a stirred solution of 1-(5-bromopyridin-2-yl)ethanone (1.0 g, 5.0 mmol) in toluene (30 mL) and ethanol (20 mL) was added (4-methoxyphenyl)boronic acid (1.52 g, 10 mmol), 2M Na2CO3 (14 mL), Pd(PPh3)4 (0.057 g, 0.05 mmol), the reaction was purged with argon and heated at 80° C. for about 6 h. The reaction mixture was concentrated, diluted with water (100 mL), and extracted with ethyl acetate (2×300 mL). The combined organic extracts were washed with brine solution (20 mL), organic layer was dri... Reactants: BrC=1C=CC(=NC1)C(C)=O (1-(5-bromopyridin-2-yl)ethanone), COC1=CC=C(C=C1)B(O)O ((4-methoxyphenyl)boronic acid), C(=O)([O-])[O-].[Na+].[Na+] (Na2CO3). Reaction SMILES: Br[C:2]1[CH:3]=[CH:4][C:5]([C:8](=[O:10])[CH3:9])=[N:6][CH:7]=1.[CH3:11][O:12][C:13]1[CH:18]=[CH:17][C:16](B(O)O)=[CH:15][CH:14]=1.C([O-])([O-])=O.[Na+].[Na+]>C1(C)C=CC=CC=1.C(O)C.C1C=CC([P]([Pd]([P](C2C=CC=CC=2)(C2C=CC=CC=2)C2C=CC=CC=2)([P](C2C=CC=CC=2)(C2C=CC=CC=2)C2C=CC=CC=2)[P](C2C=CC=CC=2)(C2C=CC=CC=2)C2C=CC=CC=2)(C2C=CC=CC=2)C2C=CC=CC=2)=CC=1>[CH3:11][O:12][C:13]1[CH:18]=[CH:17][C:16]([C:2]2[CH:3]=[CH:4][C:5]([C:8](=[O:10])[CH3:9])=[N:6][CH:7]=2)=[CH:15][CH:14]=1 |f:2.3.4,^1:41,43,62,81|. The product is COC1=CC=C(C=C1)C=1C=CC(=NC1)C(C)=O (1-(5-(4-methoxyphenyl)-pyridin-2-yl)ethanone), solid. The reagents and catalysts are C=1C=CC(=CC1)[P](C=2C=CC=CC2)(C=3C=CC=CC3)[Pd]([P](C=4C=CC=CC4)(C=5C=CC=CC5)C=6C=CC=CC6)([P](C=7C=CC=CC7)(C=8C=CC=CC8)C=9C=CC=CC9)[P](C=1C=CC=CC1)(C=1C=CC=CC1)C=1C=CC=CC1 (Pd(PPh3)4). Solvent: C1(=CC=CC=C1)C (toluene), C(C)O (ethanol). The reactants are Cl (hydrochloric acid), C([O-])([O-])=O.[Na+].[Na+] (Sodium carbonate), C=1(O)C(O)=CC=CC1 (pyrocatechol), C(C1=CC=CC=C1)(=O)Cl (benzoyl chloride). The solvent is O (water). Reaction conditions: time 1 hour. Yields the product C(C1=CC=CC=C1)(=O)OC1=C(C=CC=C1)O (2-hydroxyphenyl benzoate). RXN SMILES: C(=O)([O-])[O-].[Na+].[Na+].[C:7]1([C:9](=[CH:11][CH:12]=[CH:13][CH:14]=1)[OH:10])[OH:8].[C:15](Cl)(=[O:22])[C:16]1[CH:21]=[CH:20][CH:19]=[CH:18][CH:17]=1.Cl>O>[C:15]([O:8][C:7]1[CH:14]=[CH:13][CH:12]=[CH:11][C:9]=1[OH:10])(=[O:22])[C:16]1[CH:21]=[CH:20][CH:19]=[CH:18][CH:17]=1 |f:0.1.2|. Reported procedure: Sodium carbonate (63.6 g) was added to a solution of pyrocatechol (55 g) in water (230 mL), and to the resulting mixture was added dropwise benzoyl chloride (58 mL) over a period of 2 hours with vigorous stirring. The reaction mixture was stirred for 1 hour at room temperature. The reaction mixture was acidified carefully by dropwise addition of 2N hydrochloric acid (350 mL) and then extracted with ethyl acetate. The organic layer was washed sequentially with water and saturated brine, dried ove... Starting materials: C(C1=CC=CC=C1)C=1C(=NOC1)C1=CC=C(C=C1)N (4-(4-benzyl-isoxazol-3-yl)-phenylamine), FC1=CC=C(C(C)N=C=S)C=C1 (4-fluoro-α-methyl-benzyl isothiocyanate). Run in CN(C=O)C (dimethylformamide). The product is C(C1=CC=CC=C1)C=1C(=NOC1)C1=CC=C(C=C1)NC(=S)NC(C)C1=CC=C(C=C1)F (1-[4-(4-benzylisoxazol-3-yl)phenyl]-3-[1-(4-fluorophenyl)ethyl]thiourea). As a reaction SMILES: [CH2:1]([C:8]1[C:9]([C:13]2[CH:18]=[CH:17][C:16]([NH2:19])=[CH:15][CH:14]=2)=[N:10][O:11][CH:12]=1)[C:2]1[CH:7]=[CH:6][CH:5]=[CH:4][CH:3]=1.[F:20][C:21]1[CH:31]=[CH:30][C:24]([CH:25]([N:27]=[C:28]=[S:29])[CH3:26])=[CH:23][CH:22]=1>CN(C)C=O>[CH2:1]([C:8]1[C:9]([C:13]2[CH:14]=[CH:15][C:16]([NH:19][C:28]([NH:27][CH:25]([C:24]3[CH:23]=[CH:22][C:21]([F:20])=[CH:31][CH:30]=3)[CH3:26])=[S:29])=[CH:17][CH:18]=2)=[N:10][O:11][CH:12]=1)[C:2]1[CH:3]=[CH:4][CH:5]=[CH:6][CH:7]=1. Procedure details: A solution of 4-(4-benzyl-isoxazol-3-yl)-phenylamine and 4-fluoro-α-methyl-benzyl isothiocyanate in dimethylformamide (5 mL) is stirred for 12 hours at room temperature. The reaction mixture is then partitioned between ethyl acetate and water. The organic layer is washed with saturated aqueous sodium chloride, dried over anhydrous magnesium sulfate and concentrated under reduced pressure to give 1.4 g crude product as a yellow solid. The latter is recrystallized from ethyl acetate/hexane to give... Reactants: CC1=CC=CC=2C(OC(NC21)=O)=O (8-methyl-2H-3,1-benzoxazine-2,4(1H)-dione), BrBr (bromine), C([O-])(O)=O.[Na+] (sodium bicarbonate). The reagents and catalysts are [I-].[K+] (potassium iodide). Run in ClS(=O)(=O)O (chlorosulfonic acid). Conditions: time 8 hour. Product: BrC=1C=C(C2=C(C(OC(N2)=O)=O)C1)C (6-bromo-8-methyl-2H-3,1-benzoxazine-2,4(1H)-dione). Yield: 155.1%. As a reaction SMILES: [CH3:1][C:2]1[C:11]2[NH:10][C:9](=[O:12])[O:8][C:7](=[O:13])[C:6]=2[CH:5]=[CH:4][CH:3]=1.[Br:14]Br.C(=O)(O)[O-].[Na+]>ClS(O)(=O)=O.[I-].[K+]>[Br:14][C:4]1[CH:3]=[C:2]([CH3:1])[C:11]2[NH:10][C:9](=[O:12])[O:8][C:7](=[O:13])[C:6]=2[CH:5]=1 |f:2.3,5.6|. Reported procedure: To a solution of 8-methyl-2H-3,1-benzoxazine-2,4(1H)-dione, (10.0 g, 56.5 mmol) and potassium iodide (0.36 g, 1.8 mmol) in chlorosulfonic acid (12 mL) was added bromine (4.6 g, 28.7 mmol). and the reaction was stirred overnight at room temperature. The reaction was then slowly poured onto ice water and neutralized with sodium bicarbonate powder to a pH of 7. The solids were filtered, rinsed with water and to afford the desired intermediate as a white solid (11.4 g). Starting materials: BrCc1ccoc1, O=C([O-])[O-], [K+], [K+], CN(C)C=O, O=c1cc(O)ccn1CCc1ccc(CO)cc1. Product: O=c1cc(OCc2ccoc2)ccn1CCc1ccc(CO)cc1. As a reaction SMILES: [Br:19][CH2:20][c:21]1[cH:22][o:23][cH:24][cH:25]1.[C:26](=[O:27])([O-:28])[O-:29].[K+:30].[K+:31].[O:32]=[CH:33][N:34]([CH3:35])[CH3:36].[OH:1][c:2]1[cH:3][c:4](=[O:18])[n:5]([CH2:8][CH2:9][c:10]2[cH:11][cH:12][c:13]([CH2:16][OH:17])[cH:14][cH:15]2)[cH:6][cH:7]1>>[O:1]([c:2]1[cH:3][c:4](=[O:18])[n:5]([CH2:8][CH2:9][c:10]2[cH:11][cH:12][c:13]([CH2:16][OH:17])[cH:14][cH:15]2)[cH:6][cH:7]1)[CH2:20][c:21]1[cH:22][o:23][cH:24][cH:25]1. Starting materials: ClC=1C=C(C=NC1OC(C)C)C1=NC(=NO1)C1=C2C=CN(C2=CC=C1)CCC(=O)OCC (Ethyl 3-[4-(5-{5-chloro-6-[(1-methylethyl)oxy]-3-pyridinyl}-1,2,4-oxadiazol-3-yl)-1H-indol-1-yl]propanoate), [OH-].[Na+] (sodium hydroxide), O (Water). Solvent: O1CCOCC1 (1,4-dioxane), C(C)O (ethanol). The product is ClC=1C=C(C=NC1OC(C)C)C1=NC(=NO1)C1=C2C=CN(C2=CC=C1)CCC(=O)O (3-[4-(5-{5-Chloro-6-[(1-methylethyl)oxy]-3-pyridinyl}-1,2,4-oxadiazol-3-yl)-1H-indol-1-yl]propanoic acid). RXN SMILES: [Cl:1][C:2]1[CH:3]=[C:4]([C:12]2[O:16][N:15]=[C:14]([C:17]3[CH:25]=[CH:24][CH:23]=[C:22]4[C:18]=3[CH:19]=[CH:20][N:21]4[CH2:26][CH2:27][C:28]([O:30]CC)=[O:29])[N:13]=2)[CH:5]=[N:6][C:7]=1[O:8][CH:9]([CH3:11])[CH3:10].O.[OH-].[Na+]>O1CCOCC1.C(O)C>[Cl:1][C:2]1[CH:3]=[C:4]([C:12]2[O:16][N:15]=[C:14]([C:17]3[CH:25]=[CH:24][CH:23]=[C:22]4[C:18]=3[CH:19]=[CH:20][N:21]4[CH2:26][CH2:27][C:28]([OH:30])=[O:29])[N:13]=2)[CH:5]=[N:6][C:7]=1[O:8][CH:9]([CH3:10])[CH3:11] |f:2.3|. Reported procedure: Ethyl 3-[4-(5-{5-chloro-6-[(1-methylethyl)oxy]-3-pyridinyl}-1,2,4-oxadiazol-3-yl)-1H-indol-1-yl]propanoate (D62) (1.1 g, 2.418 mmol) was dissolved in a mixture of 1,4-dioxane (100 ml) and ethanol (100 ml). Water (50.0 ml) was added followed by 2N sodium hydroxide (2.418 ml, 4.84 mmol). The mixture was stirred at RT for one and a half hours to give a single product. Evaporated off most of the solvent, acidified with glacial acetic acid, added water (50 ml) and extracted product into EtOAc (200 ml...